Dataset: the Open Reaction Database (ORD), a public repository of structured organic reaction records. Task: describe an organic reaction: reactants, conditions, products, and yield Reactants: NC1=C(C(=O)N)C=C(C(=C1)[N+](=O)[O-])Br (2-amino-5-bromo-4-nitro-benzamide), ClC(Cl)(OC(OC(Cl)(Cl)Cl)=O)Cl (triphosgene). Solvent: O1CCCC1 (tetrahydrofuran). Run at time 1.5 hour. The product is O=C1NC2=CC(=C(C=C2C(N1)=O)Br)[N+](=O)[O-] (2,4-dioxo-6-bromo-7-nitro-1,2,3,4-tetrahydroquinazoline). The yield is 289.1%. As a reaction SMILES: [NH2:1][C:2]1[CH:10]=[C:9]([N+:11]([O-:13])=[O:12])[C:8]([Br:14])=[CH:7][C:3]=1[C:4]([NH2:6])=[O:5].Cl[C:16](Cl)([O:18]C(=O)OC(Cl)(Cl)Cl)Cl>O1CCCC1>[O:18]=[C:16]1[NH:6][C:4](=[O:5])[C:3]2[C:2](=[CH:10][C:9]([N+:11]([O-:13])=[O:12])=[C:8]([Br:14])[CH:7]=2)[NH:1]1. Procedure: 17.3 g (66.5 mmol) of 2-amino-5-bromo-4-nitro-benzamide were dissolved in 500 ml of tetrahydrofuran and treated at 0° C. with 13 g (10.4 mmol) of triphosgene. The mixture was left to warm to room temperature and stirred for a further 1.5 hrs. Then, the solution was concentrated and triturated with water. The precipitate was filtered off under suction and dried. 8.6 g (45%) of 2,4-dioxo-6-bromo-7-nitro-1,2,3,4-tetrahydroquinazoline were obtained as yellowish crystals; Reactants: [N+](=O)([O-])C1=C(C=CC=C1Cl)CC(=O)OCC (ethyl 2-(2-nitro-3-chlorophenyl)acetate), FC1=C(C=CC=C1)O (2-fluorophenol), C([O-])([O-])=O.[K+].[K+] (potassium carbonate), cupric oxide, Cl (hydrochloric acid). The solvent is O (water). Conditions: temperature 130 celsius, time 5 hour. Product: [N+](=O)([O-])C1=C(C=CC=C1OC1=C(C=CC=C1)F)CC(=O)O (2-[2-nitro-3-(2-fluorophenoxy)phenyl]acetic acid). As a reaction SMILES: [N+:1]([C:4]1[C:9](Cl)=[CH:8][CH:7]=[CH:6][C:5]=1[CH2:11][C:12]([O:14]CC)=[O:13])([O-:3])=[O:2].[F:17][C:18]1[CH:23]=[CH:22][CH:21]=[CH:20][C:19]=1[OH:24].C(=O)([O-])[O-].[K+].[K+].Cl>O>[N+:1]([C:4]1[C:9]([O:24][C:19]2[CH:20]=[CH:21][CH:22]=[CH:23][C:18]=2[F:17])=[CH:8][CH:7]=[CH:6][C:5]=1[CH2:11][C:12]([OH:14])=[O:13])([O-:3])=[O:2] |f:2.3.4|. Procedure details: A mixture of ethyl 2-(2-nitro-3-chlorophenyl)acetate (10 g.), 2-fluorophenol (5.8 g.), anhydrous potassium carbonate (8.5 g.) and cupric oxide (1 g.) was stirred for 5 hours at 130° C. To the reaction mixture was added conc. hydrochloric acid and water, and the mixture was extracted with benzene. The extract was washed with water, dried over magnesium sulfate and then evaporated under reduced pressure to give oily 2-[2-nitro-3-(2-fluorophenoxy)phenyl]acetic acid. Starting materials: S(=O)(=O)(O)[O-].[K+] (potassium hydrogensulfate), C(C1=CC=CC=C1)OC(=O)N1CCNC(CC1)=O (5-oxo-[1,4]diazepane-1-carboxylic acid benzyl ester), [H-].[Na+] (NaH), COC(C(CCO[Si](C)(C)C(C)(C)C)I)=O ((rac)-4-(tert-butyl-dimethyl-silanyloxy)-2-iodo-butyric acid methyl ester), COC(C(CCO[Si](C)(C)C(C)(C)C)I)=O ((rac)-4-(tert-butyl-dimethyl-silanyloxy)-2-iodo-butyric acid methyl ester). Run in CN(C=O)C (N,N-dimethylformamide). Conditions: time 30 minute. Product: C(C1=CC=CC=C1)OC(=O)N1CCN(C(CC1)=O)C(CCO[Si](C)(C)C(C)(C)C)C(=O)OC ((rac)-4-[3-(tert-Butyl-dimethyl-silanyloxy)-1-methoxycarbonyl-propyl]-5-oxo-[1,4]diazepane-1-carboxylic acid benzyl ester). Isolated yield 63.0%. RXN SMILES: [CH2:1]([O:8][C:9]([N:11]1[CH2:17][CH2:16][C:15](=[O:18])[NH:14][CH2:13][CH2:12]1)=[O:10])[C:2]1[CH:7]=[CH:6][CH:5]=[CH:4][CH:3]=1.[H-].[Na+].[CH3:21][O:22][C:23](=[O:36])[CH:24](I)[CH2:25][CH2:26][O:27][Si:28]([C:31]([CH3:34])([CH3:33])[CH3:32])([CH3:30])[CH3:29].S([O-])(O)(=O)=O.[K+]>CN(C)C=O>[CH2:1]([O:8][C:9]([N:11]1[CH2:17][CH2:16][C:15](=[O:18])[N:14]([CH:24]([C:23]([O:22][CH3:21])=[O:36])[CH2:25][CH2:26][O:27][Si:28]([C:31]([CH3:34])([CH3:33])[CH3:32])([CH3:30])[CH3:29])[CH2:13][CH2:12]1)=[O:10])[C:2]1[CH:7]=[CH:6][CH:5]=[CH:4][CH:3]=1 |f:1.2,4.5|. Procedure details: A solution of 6.95 g (28.0 mmol) of 5-oxo-[1,4]diazepane-1-carboxylic acid benzyl ester in 85 ml of N,N-dimethylformamide was treated at 0° C. with 1.47 g (33.6 mmol) of NaH (55% in oil) in three portions. After 30 min, 10.0 g (28.0 mmol) of (rac)-4-(tert-butyl-dimethyl-silanyloxy)-2-iodo-butyric acid methyl ester (intermediate 1) were added during 5 min. The solution was stirred 2¼ h at 0° C. and neutralized with cold 10% aq. potassium hydrogensulfate solution and extracted with diethyl ether (... Starting materials: BrCc1ccccc1, CN(C)C=O, [H-], CC(C)(C)OC(=O)NC1Cc2cccc(N)c2NC1=O, [Na+]. Yields the product CC(C)(C)OC(=O)NC1Cc2cccc(N)c2N(Cc2ccccc2)C1=O. RXN SMILES: [Br:23][CH2:24][c:25]1[cH:26][cH:27][cH:28][cH:29][cH:30]1.[CH3:31][N:32]([CH3:33])[CH:34]=[O:35].[H-:21].[NH2:1][c:2]1[cH:3][cH:4][cH:5][c:6]2[c:11]1[NH:10][C:9](=[O:12])[CH:8]([NH:13][C:14]([O:15][C:16]([CH3:17])([CH3:18])[CH3:19])=[O:20])[CH2:7]2.[Na+:22]>>[NH2:1][c:2]1[cH:3][cH:4][cH:5][c:6]2[c:11]1[N:10]([CH2:24][c:25]1[cH:26][cH:27][cH:28][cH:29][cH:30]1)[C:9](=[O:12])[CH:8]([NH:13][C:14]([O:15][C:16]([CH3:17])([CH3:18])[CH3:19])=[O:20])[CH2:7]2. The reactants are BrB(Br)Br, ClCCl, COc1cc2c(cc1Br)C(C)CN(C(=O)C(F)(F)F)CC2. Yields the product CC1CN(C(=O)C(F)(F)F)CCc2cc(O)c(Br)cc21. As a reaction SMILES: [B:22]([Br:23])([Br:24])[Br:25].[Cl:26][CH2:27][Cl:28].[F:1][C:2]([C:3](=[O:4])[N:5]1[CH2:6][CH2:7][c:8]2[c:9]([cH:13][c:14]([Br:19])[c:15]([O:17][CH3:18])[cH:16]2)[CH:10]([CH3:12])[CH2:11]1)([F:20])[F:21]>>[F:1][C:2]([C:3](=[O:4])[N:5]1[CH2:6][CH2:7][c:8]2[c:9]([cH:13][c:14]([Br:19])[c:15]([OH:17])[cH:16]2)[CH:10]([CH3:12])[CH2:11]1)([F:20])[F:21]. The reactants are COC1=CC=C2C=CN=CC2=C1 (7-methoxyisoquinoline), C(C)(=O)OCC (ethyl acetate), Br (hydrobromic acid), N,N,N′,N′-tetramethylenediamine, [NH2-].[Na+] (sodium amide). The solvent is C=1(C(=CC=CC1)C)C (xylene). Conditions: temperature 140 celsius, time 1 hour. Yields the product Br.NC1=NC=CC2=CC=C(C=C12)O (1-amino-7-hydroxyisoquinoline monohydrobromide). As a reaction SMILES: C[O:2][C:3]1[CH:12]=[C:11]2[C:6]([CH:7]=[CH:8][N:9]=[CH:10]2)=[CH:5][CH:4]=1.[NH2-:13].[Na+].C(OCC)(=O)C.[BrH:21]>C1(C)C(C)=CC=CC=1>[BrH:21].[NH2:13][C:10]1[C:11]2[C:6](=[CH:5][CH:4]=[C:3]([OH:2])[CH:12]=2)[CH:7]=[CH:8][N:9]=1 |f:1.2,6.7|. Procedure: 5.6 g (35.2 mmol) of 7-methoxyisoquinoline was dissolved in 200 ml of xylene. 26.6 ml (176 mmol) of N,N,N′,N′-tetramethylenediamine and 7.28 g (186 mmol) of sodium amide were added to the obtained solution, and they were stirred at 140° C. for 1 hour. After the treatment with ethyl acetate as the extracting solvent in an ordinary manner, 50 ml of hydrobromic acid was added to the obtained crude product and they were stirred at 140° C. overnight. The solvent was evaporated to obtain the title com...